Dataset: the Open Reaction Database (ORD), a public repository of structured organic reaction records. Task: describe an organic reaction: reactants, conditions, products, and yield Reactants: solution, C(=O)(Cl)Cl (phosgene), N[C@@H](C(C)C)C(=O)O (L-valine). Solvent: C1(=CC=CC=C1)C (toluene), C1CCOC1 (THF). Conditions: temperature 55 celsius. Yields the product C(C)(C)[C@@H]1NC(OC1=O)=O ((S)-4-Isopropyl-oxazolidine-2,5-dione). Isolated yield 47.3%. RXN SMILES: [C:1](Cl)(Cl)=[O:2].[NH2:5][C@H:6]([C:10]([OH:12])=[O:11])[CH:7]([CH3:9])[CH3:8]>C1(C)C=CC=CC=1.C1COCC1>[CH:7]([C@H:6]1[C:10](=[O:11])[O:12][C:1](=[O:2])[NH:5]1)([CH3:9])[CH3:8]. Procedure: 30.4 ml (57.47 mmol, 1.08 eq.) of a 20% solution of phosgene in toluene were added slowly at r.t. to a stirred solution of 6.26 g (53.44 mmol) L-valine (81a) in 63 ml dry THF. After the complete addition the mixture was heated at 55° C. for 4 h. Then a stream of nitrogen was bubbled through the solution and passed after that through a 1M aq. NaOH-solution for 20 min. before the solvent was evaporated. Recrystallization of the obtained residue from PE/Ether (2:1) yielded 3.62 g (25.29 mmol, 47.32... The reactants are Cl (hydrochloric acid), C[Li] (methyllithium), C(C)OCC (ethyl ether), CC1(C=2C=CC(=CC2C(CC1)(C)C)C1(COC2=C1C=C(C=C2)C=CC(=O)O)C)C (3-[3-(5,6,7,8-tetrahydro-5,5,8,8-tetramethyl-2-naphthyl)-3-methyl-2,3-dihydrobenzofuran-5-yl]acrylic acid). Run in C1CCOC1 (THF). Reaction conditions: temperature -20 celsius, time 4 hour. Product: CC1(COC2=C1C=C(C=C2)C(C)=O)C2=CC=1C(CCC(C1C=C2)(C)C)(C)C (1- [3-methyl-3-(5,5,8,8-tetramethyl-5,6,7,8-tetrahydronaphthalen-2-yl)-2,3-dihydrobenzofuran-5-yl]ethanone). Reaction SMILES: C[Li].[CH2:3]([O:5]CC)[CH3:4].[CH3:8][C:9]1([CH3:36])[CH2:18][CH2:17][C:16]([CH3:20])([CH3:19])[C:15]2[CH:14]=[C:13]([C:21]3([CH3:35])[C:25]4[CH:26]=[C:27](C=CC(O)=O)[CH:28]=[CH:29][C:24]=4[O:23][CH2:22]3)[CH:12]=[CH:11][C:10]1=2.Cl>C1COCC1>[CH3:35][C:21]1([C:13]2[CH:12]=[CH:11][C:10]3[C:9]([CH3:8])([CH3:36])[CH2:18][CH2:17][C:16]([CH3:19])([CH3:20])[C:15]=3[CH:14]=2)[C:25]2[CH:26]=[C:27]([C:3](=[O:5])[CH3:4])[CH:28]=[CH:29][C:24]=2[O:23][CH2:22]1. Reported procedure: A 1.6M methyllithium solution in ethyl ether (3.4 ml, 5.4 mmol) is added to a solution of 3-Methyl-3-(5,5,8,8-tetramethyl-5,6,7,8-tetrahydronaphthalen-2-yl)-2,3-dihydrobenzofuran-5-carboxylic acid (Example 2) (900 mg, 4.47 mmol) in THF (50 ml) at -20° C. The mixture is stirred for 4 h at -20° C. and is then poured onto ethyl acetate and a 1N hydrochloric acid solution. The organic phase is washed 2 times with water, dried over anhydrous magnesium sulphate and concentrated in vacuo at 40° C. in a... Reaction SMILES: N.[C:2]1([CH:8]([O:11][C:12]2[CH:17]=[CH:16][C:15]([CH:18]3[C:27]4[C:22](=[CH:23][CH:24]=[CH:25][CH:26]=4)[N:21]([CH3:28])[CH2:20][CH2:19]3)=[CH:14][CH:13]=2)[C:9]#[N:10])[CH:7]=[CH:6][CH:5]=[CH:4][CH:3]=1.S(OC)(O[CH3:33])(=O)=O>[N+]([O-])([O-])=O.[Fe+3].[N+]([O-])([O-])=O.[N+]([O-])([O-])=O>[C:2]1([C:8]([O:11][C:12]2[CH:17]=[CH:16][C:15]([CH:18]3[C:27]4[C:22](=[CH:23][CH:24]=[CH:25][CH:26]=4)[N:21]([CH3:28])[CH2:20][CH2:19]3)=[CH:14][CH:13]=2)([CH3:33])[C:9]#[N:10])[CH:3]=[CH:4][CH:5]=[CH:6][CH:7]=1 |f:3.4.5.6|. Procedure details: At -40°, 50 mg. of iron (III) nitrate and then, under agitation, 2.3 g. of Na are dissolved in 100 ml. of liquid ammonia. After two hours of agitation, 3.54 g. of 2-phenyl-2-[4-(1-methyl-1,2,3,4-tetrahydro-4-quinolyl)-phenoxy]-acetonitrile is added thereto, the mixture stirred for 30 minutes, and then 19.2 ml. of dimethyl sulfate is added dropwise within one hour. The mixture is further agitated overnight at -35° and then combined dropwise with another 10 ml. of dimethyl sulfate. After the ammon... The product is C1(=CC=CC=C1)C(C#N)(C)OC1=CC=C(C=C1)C1CCN(C2=CC=CC=C12)C (2-phenyl-2-[4-(1-methyl-1,2,3,4-tetrahydro-4-quinolyl)-phenoxy]-propionitrile). Reaction conditions: time 2 hour. Reagents/catalysts: [N+](=O)([O-])[O-].[Fe+3].[N+](=O)([O-])[O-].[N+](=O)([O-])[O-] (iron (III) nitrate). The reactants are N (ammonia), S(=O)(=O)(OC)OC (dimethyl sulfate), C1(=CC=CC=C1)C(C#N)OC1=CC=C(C=C1)C1CCN(C2=CC=CC=C12)C (2-phenyl-2-[4-(1-methyl-1,2,3,4-tetrahydro-4-quinolyl)-phenoxy]-acetonitrile), S(=O)(=O)(OC)OC (dimethyl sulfate).